From a dataset of the Open Reaction Database (ORD), a public repository of structured organic reaction records. describe an organic reaction: reactants, conditions, products, and yield Starting materials: FC(C(=O)O)(F)F (trifluoroacetic acid), C(#N)C1=C(C=C(C=C1)N1C(N([C@@](C1=O)(C1=CC=CC=C1)COC([C@H](C(C)C)NC(=O)OC(C)(C)C)=O)C)=O)C(F)(F)F ((2S)-2-[(1,1-dimethylethoxy)carbonylamino]-3-methylbutanoic acid (S)-[1-(4-cyano-3-trifluoromethylphenyl)-2,5-dioxo-3-methyl-4-phenylimidazolidin-4-yl]methyl ester), ClCCl (dichloromethane), C1(=CC=CC=C1)C (toluene). Conditions: time 5 hour. The product is [Cl-].C(#N)C1=C(C=C(C=C1)N1C(N(C(C1=O)(C1=CC=CC=C1)COC([C@H](C(C)C)[NH3+])=O)C)=O)C(F)(F)F ((S)-[1-(4-Cyano-3-trifluoromethylphenyl)-2,5-dioxo-3-methyl-4-phenylimidazolidin-4-yl]methoxy-3-methyl-1-oxobutan-2-aminium chloride). Reaction SMILES: FC(F)(F)C(O)=O.[C:8]([C:10]1[CH:15]=[CH:14][C:13]([N:16]2[C:20](=[O:21])[C@@:19]([CH2:28][O:29][C:30](=[O:43])[C@@H:31]([NH:35]C(OC(C)(C)C)=O)[CH:32]([CH3:34])[CH3:33])([C:22]3[CH:27]=[CH:26][CH:25]=[CH:24][CH:23]=3)[N:18]([CH3:44])[C:17]2=[O:45])=[CH:12][C:11]=1[C:46]([F:49])([F:48])[F:47])#[N:9].C1(C)C=CC=CC=1.[Cl:57]CCl>>[Cl-:57].[C:8]([C:10]1[CH:15]=[CH:14][C:13]([N:16]2[C:20](=[O:21])[C:19]([CH2:28][O:29][C:30](=[O:43])[C@@H:31]([NH3+:35])[CH:32]([CH3:34])[CH3:33])([C:22]3[CH:23]=[CH:24][CH:25]=[CH:26][CH:27]=3)[N:18]([CH3:44])[C:17]2=[O:45])=[CH:12][C:11]=1[C:46]([F:48])([F:47])[F:49])#[N:9] |f:4.5|. Reported procedure: 3 mL of trifluoroacetic acid are added to a solution of 0.65 g of (2S)-2-[(1,1-dimethylethoxy)carbonylamino]-3-methylbutanoic acid (S)-[1-(4-cyano-3-trifluoromethylphenyl)-2,5-dioxo-3-methyl-4-phenylimidazolidin-4-yl]methyl ester in 30 mL of dichloromethane. The mixture is stirred at room temperature for 5 hours, 20 mL of toluene are added then the solvent is evaporated to dryness. The crude product is diluted with a saturated aqueous sodium bicarbonate solution and extracted with ethyl acetate.... Procedure details: N-{2-Chloro-4-[(6-hydroxy-7-methoxy-4-quinazolinyl)oxy]phenyl}-N′-propylurea (500 mg), potassium carbonate (857 mg), and 1,3-dibromopropane (0.5 ml) were dissolved in N,N-dimethylformamide (5 ml), and the solution was stirred at room temperature for 3 hr. The solvent was removed by distillation under the reduced pressure. Water was added to the residue, and the mixture was extracted with chloroform/2-propanol (4/1). The organic layer was dried over anhydrous sodium sulfate. The solvent was remov... Yield: 44.0%. Run in CN(C=O)C (N,N-dimethylformamide). The product is ClC1=C(C=CC(=C1)OC1=NC=NC2=CC(=C(C=C12)OCCCN1CCN(CC1)C)OC)NC(=O)NCCC (N-[2-Chloro-4-({7-methoxy-6-[3-(4methyl-piperazino)propoxy]-4-quinazolinyl}oxy)phenyl]-N′-propylurea). The reactants are BrCCCOC=1C=C2C(=NC=NC2=CC1OC)OC1=CC(=C(C=C1)NC(=O)NCCC)Cl (N-(4-{[6-(3-Bromopropoxy)-7-methoxy-4-quinazolinyl]oxy}-2-chlorophenyl}-N′-propylurea), C([O-])([O-])=O.[K+].[K+] (potassium carbonate), CN1CCNCC1 (N-methylpiperazine). RXN SMILES: Br[CH2:2][CH2:3][CH2:4][O:5][C:6]1[CH:7]=[C:8]2[C:13](=[CH:14][C:15]=1[O:16][CH3:17])[N:12]=[CH:11][N:10]=[C:9]2[O:18][C:19]1[CH:24]=[CH:23][C:22]([NH:25][C:26]([NH:28][CH2:29][CH2:30][CH3:31])=[O:27])=[C:21]([Cl:32])[CH:20]=1.C(=O)([O-])[O-].[K+].[K+].[CH3:39][N:40]1[CH2:45][CH2:44][NH:43][CH2:42][CH2:41]1>CN(C)C=O>[Cl:32][C:21]1[CH:20]=[C:19]([O:18][C:9]2[C:8]3[C:13](=[CH:14][C:15]([O:16][CH3:17])=[C:6]([O:5][CH2:4][CH2:3][CH2:2][N:43]4[CH2:44][CH2:45][N:40]([CH3:39])[CH2:41][CH2:42]4)[CH:7]=3)[N:12]=[CH:11][N:10]=2)[CH:24]=[CH:23][C:22]=1[NH:25][C:26]([NH:28][CH2:29][CH2:30][CH3:31])=[O:27] |f:1.2.3|. Reaction conditions: time 8 hour.